From a dataset of the Open Reaction Database (ORD), a public repository of structured organic reaction records. describe an organic reaction: reactants, conditions, products, and yield Reactants: [Br-], CC1(C)CCC(C)(C)c2c(CCBr)cccc21, CCOC(=O)c1ccc(C=O)cc1, CC(c1ccc2c(c1)C(C)(C)CCC2(C)C)[P+](c1ccccc1)(c1ccccc1)c1ccccc1, BrP(Br)Br, c1ccc(P(c2ccccc2)c2ccccc2)cc1, Cc1ccccc1C, c1ccncc1. Yields the product CCOC(=O)c1ccc(C=C(C)c2ccc3c(c2)C(C)(C)CCC3(C)C)cc1. As a reaction SMILES: [Br-:41].[Br:5][CH2:6][CH2:7][c:8]1[c:9]2[c:18]([cH:19][cH:20][cH:21]1)[C:15]([CH3:16])([CH3:17])[CH2:14][CH2:13][C:10]2([CH3:11])[CH3:12].[CH2:77]([CH3:78])[O:79][C:80](=[O:81])[c:82]1[cH:83][cH:84][c:85]([CH:86]=[O:87])[cH:88][cH:89]1.[CH3:42][C:43]1([CH3:76])[c:44]2[cH:45][cH:46][c:47]([CH:55]([CH3:56])[P+:57]([c:58]3[cH:59][cH:60][cH:61][cH:62][cH:63]3)([c:64]3[cH:65][cH:66][cH:67][cH:68][cH:69]3)[c:70]3[cH:71][cH:72][cH:73][cH:74][cH:75]3)[cH:48][c:49]2[C:50]([CH3:53])([CH3:54])[CH2:51][CH2:52]1.[P:1]([Br:2])([Br:3])[Br:4].[c:22]1([P:23]([c:24]2[cH:25][cH:26][cH:27][cH:28][cH:29]2)[c:30]2[cH:31][cH:32][cH:33][cH:34][cH:35]2)[cH:36][cH:37][cH:38][cH:39][cH:40]1.[c:90]1([CH3:91])[c:92]([CH3:93])[cH:94][cH:95][cH:96][cH:97]1.[cH:98]1[cH:99][cH:100][n:101][cH:102][cH:103]1>>[CH3:42][C:43]1([CH3:76])[c:44]2[cH:45][cH:46][c:47]([C:55]([CH3:56])=[CH:86][c:85]3[cH:84][cH:83][c:82]([C:80]([O:79][CH2:77][CH3:78])=[O:81])[cH:89][cH:88]3)[cH:48][c:49]2[C:50]([CH3:53])([CH3:54])[CH2:51][CH2:52]1. Reactants: [H-].[H-].[H-].[H-].[Li+].[Al+3] (LiAlH4), FC(C1=CC=C(OC2=CC=C(OC(C(CC(=O)OCC)=O)C)C=C2)C=C1)(F)F (ethyl 4-[4-(4-trifluoromethylphenoxy)phenoxy]-3-oxopentanoate), O (water), [H-] (hydride). Run in CCOCC (ether), CCOCC (ether), CCOCC (ether). Reaction conditions: time 1 hour. Product: FC(C1=CC=C(OC2=CC=C(OC(C(CCO)O)C)C=C2)C=C1)(F)F (4-[4-(4-trifluoromethylphenoxy)phenoxy]-pentane-1,3-diol). As a reaction SMILES: [H-].[H-].[H-].[H-].[Li+].[Al+3].[F:7][C:8]([F:34])([F:33])[C:9]1[CH:32]=[CH:31][C:12]([O:13][C:14]2[CH:30]=[CH:29][C:17]([O:18][CH:19]([CH3:28])[C:20](=[O:27])[CH2:21][C:22](OCC)=[O:23])=[CH:16][CH:15]=2)=[CH:11][CH:10]=1.[H-].O>CCOCC>[F:7][C:8]([F:33])([F:34])[C:9]1[CH:10]=[CH:11][C:12]([O:13][C:14]2[CH:30]=[CH:29][C:17]([O:18][CH:19]([CH3:28])[CH:20]([OH:27])[CH2:21][CH2:22][OH:23])=[CH:16][CH:15]=2)=[CH:31][CH:32]=1 |f:0.1.2.3.4.5|. Reported procedure: To a slurry of LiAlH4 (200 mg) in anhydrous ether (15 ml) is added at 0° a solution of ethyl 4-[4-(4-trifluoromethylphenoxy)phenoxy]-3-oxopentanoate (400 mg) in ether (5 ml). After addition is complete, the reaction mixture is stirred at RT for about one hour. Excess of the hydride is decomposed using wet ether and water, the mixture is filtered and filtrate concentrated. The oily product is purified by prep. thin layer chromatography to give 4-[4-(4-trifluoromethylphenoxy)phenoxy]-pentane-1,3-d... Starting materials: COC(=O)C1=NC(=C(C=C1)N1CC(C1)(F)F)Cl (6-Chloro-5-(3,3-difluoroazetidin-1-yl)-pyridine-2-carboxylic acid methyl ester), C([O-])([O-])=O.[Cs+].[Cs+] (cesium carbonate), ClC=1C=C(C=CC1)B(O)O (3-chlorophenylboronic acid). The reagents and catalysts are C(Cl)Cl.[Pd](Cl)Cl.C1(=CC=CC=C1)P([C-]1C=CC=C1)C1=CC=CC=C1.[C-]1(C=CC=C1)P(C1=CC=CC=C1)C1=CC=CC=C1.[Fe+2] (1,1′-bis(diphenylphosphino)ferrocene-palladium(II)dichloride methylene chloride). Solvent: O (water), CN(C)C=O (DMF). Reaction conditions: temperature 100 celsius, time 48 hour. Yields the product ClC=1C=C(C=CC1)C1=C(C=CC(=N1)C(=O)O)N1CC(C1)(F)F (6-(3-Chloro-phenyl)-5-(3,3-difluoro-azetidin-1-yl)-pyridine-2-carboxylic acid). The yield is 30.0%. RXN SMILES: C[O:2][C:3]([C:5]1[CH:10]=[CH:9][C:8]([N:11]2[CH2:14][C:13]([F:16])([F:15])[CH2:12]2)=[C:7](Cl)[N:6]=1)=[O:4].C(=O)([O-])[O-].[Cs+].[Cs+].[Cl:24][C:25]1[CH:26]=[C:27](B(O)O)[CH:28]=[CH:29][CH:30]=1>O.CN(C=O)C.C(Cl)Cl.[Pd](Cl)Cl.C1(P(C2C=CC=CC=2)[C-]2C=CC=C2)C=CC=CC=1.[C-]1(P(C2C=CC=CC=2)C2C=CC=CC=2)C=CC=C1.[Fe+2]>[Cl:24][C:25]1[CH:30]=[C:29]([C:7]2[N:6]=[C:5]([C:3]([OH:2])=[O:4])[CH:10]=[CH:9][C:8]=2[N:11]2[CH2:14][C:13]([F:16])([F:15])[CH2:12]2)[CH:28]=[CH:27][CH:26]=1 |f:1.2.3,7.8.9.10.11|. Procedure: 6-Chloro-5-(3,3-difluoroazetidin-1-yl)-pyridine-2-carboxylic acid methyl ester (Example 69 a, 0.3 g, 1.15 mmol), 1,1′-bis(diphenylphosphino)ferrocene-palladium(II)dichloride methylene chloride complex (CAN 72287-26-4, 47 mg, 0.058 mmol) and cesium carbonate (CAN 534-17-8, 0.56 g, 1.72 mmol) were added to a solution of 3-chlorophenylboronic acid (CAN 63503-60-6, 0.27 g, 1.72 mmol) in water (20 mL) and DMF (10 mL). The mixture was stirred for 48 h at 100° C. The reaction mixture was adjusted to pH...